This data is from the Open Reaction Database (ORD), a public repository of structured organic reaction records. The task is: describe an organic reaction: reactants, conditions, products, and yield Starting materials: C1(=CC=CC=C1)S(=O)(=O)N1C(=CC=2C1=NC=C(C2)F)C(=CC(C)C)C2=CC=C(C=C2)S(=O)(=O)CCOC (1-benzenesulfonyl-5-fluoro-2-{1-[4-(2-methoxy-ethanesulfonyl)-phenyl]-3-methyl-but-1-enyl}-1H-pyrrolo[2,3-b]pyridine), C(C)O (ethanol), [OH-].[Na+] (sodium hydroxide). Solvent: ClCCl (dichloromethane), O1CCCC1 (tetrahydrofuran). The product is C(C)OCCS(=O)(=O)C1=CC=C(C=C1)C(=CC(C)C)C1=CC=2C(=NC=C(C2)F)N1 (2-{1-[4-(2-ethoxy-ethanesulfonyl)-phenyl]-3-methyl-but-1-enyl}-5-fluoro-1H-pyrrolo[2,3-b]pyridine). The yield is 34.0%. As a reaction SMILES: C1(S([N:10]2[C:14]3=[N:15][CH:16]=[C:17]([F:19])[CH:18]=[C:13]3[CH:12]=[C:11]2[C:20]([C:25]2[CH:30]=[CH:29][C:28]([S:31]([CH2:34][CH2:35][O:36][CH3:37])(=[O:33])=[O:32])=[CH:27][CH:26]=2)=[CH:21][CH:22]([CH3:24])[CH3:23])(=O)=O)C=CC=CC=1.[OH-].[Na+].[CH2:40](O)C>O1CCCC1.ClCCl>[CH2:37]([O:36][CH2:35][CH2:34][S:31]([C:28]1[CH:29]=[CH:30][C:25]([C:20]([C:11]2[NH:10][C:14]3=[N:15][CH:16]=[C:17]([F:19])[CH:18]=[C:13]3[CH:12]=2)=[CH:21][CH:22]([CH3:23])[CH3:24])=[CH:26][CH:27]=1)(=[O:33])=[O:32])[CH3:40] |f:1.2|. Reported procedure: A mixture of 1-benzenesulfonyl-5-fluoro-2-{1-[4-(2-methoxy-ethanesulfonyl)-phenyl]-3-methyl-but-1-enyl}-1H-pyrrolo[2,3-b]pyridine (0.6 g, 1.1 mmol) in ethanol (8 mL), tetrahydrofuran (15 mL) and an aqueous sodium hydroxide solution (10%, 10 mL) was heated at 45° C. for 16 h. The mixture was diluted with dichloromethane (150 mL), washed with water, dried over anhydrous sodium sulfate and then concentrated in vacuo. Purification by flash silica gel chromatography (silica gel from QingDao, 200-300 ... The reactants are C1(=CC=CC=C1)SCCOCCNS(=O)(=O)CCC(=O)OC (methyl 3-[2-(2-phenylthioethoxy)ethylaminosulphonyl]propanoate), C(#N)[BH3-].[Na+] (sodium cyanoborohydride), [H-].C(C(C)C)[Al+]CC(C)C (diisobutylaluminiumhydride), Cl.NCCC1=CC=C(C=2NC(SC21)=O)O (7-(2-aminoethyl)-4-hydroxy-1,3-benzothiazol-2(3H)-one hydrochloride). The product is Cl.OC1=CC=C(C2=C1NC(S2)=O)CCNCCCS(=O)(=O)NCCOCCSC2=CC=CC=C2 (3-[2-(4-Hydroxy-2-oxo-3H-1,3-benzothiazol-7-yl)-ethylamino]-N-[2-(2-phenylthioethoxy)ethyl]propanesulphonamide hydrochloride). Isolated yield 4.8%. RXN SMILES: [C:1]1([S:7][CH2:8][CH2:9][O:10][CH2:11][CH2:12][NH:13][S:14]([CH2:17][CH2:18][C:19](OC)=O)(=[O:16])=[O:15])[CH:6]=[CH:5][CH:4]=[CH:3][CH:2]=1.[H-].C([Al+]CC(C)C)C(C)C.[ClH:33].[NH2:34][CH2:35][CH2:36][C:37]1[C:45]2[S:44][C:43](=[O:46])[NH:42][C:41]=2[C:40]([OH:47])=[CH:39][CH:38]=1.C([BH3-])#N.[Na+]>>[ClH:33].[OH:47][C:40]1[C:41]2[NH:42][C:43](=[O:46])[S:44][C:45]=2[C:37]([CH2:36][CH2:35][NH:34][CH2:19][CH2:18][CH2:17][S:14]([NH:13][CH2:12][CH2:11][O:10][CH2:9][CH2:8][S:7][C:1]2[CH:2]=[CH:3][CH:4]=[CH:5][CH:6]=2)(=[O:15])=[O:16])=[CH:38][CH:39]=1 |f:1.2,3.4,5.6,7.8|. Procedure: The title compound (0.106 g) was prepared according to the procedure in example 8 part e using methyl 3-[2-(2-phenylthioethoxy)ethylaminosulphonyl]propanoate (1.4 g), diisobutylaluminiumhydride (1.5M in toluene, 3 ml), 7-(2-aminoethyl)-4-hydroxy-1,3-benzothiazol-2(3H)-one hydrochloride (1.2 g) and sodium cyanoborohydride (0.3 g). The product is N1CCC(CC1)OCCN1CCCCC1 (1-(2-(piperidin-4-yloxy)ethyl)piperidine), hydrochloride salt. Procedure details: A 4 N HCl solution in dioxane (6 mL) was added to a solution of tert-butyl 4-(2-(piperidin-1-yl)ethoxy)piperidine-1-carboxylate (108) (6.5 g, 20.80 mmol) in MeOH (16 mL) and the reaction mixture was stirred at room temperature for 6 hours. Removal of solvent afforded the desired compound as its hydrochloride salt. This salt was dissolved in methanol (50 ml) and MP-carbonate (14.88 g, 33.61 mmol) was added. The resulting mixture was filtered and the solvent removed to give the desired material, a... As a reaction SMILES: Cl.[N:2]1([CH2:8][CH2:9][O:10][CH:11]2[CH2:16][CH2:15][N:14](C(OC(C)(C)C)=O)[CH2:13][CH2:12]2)[CH2:7][CH2:6][CH2:5][CH2:4][CH2:3]1>O1CCOCC1.CO>[NH:14]1[CH2:15][CH2:16][CH:11]([O:10][CH2:9][CH2:8][N:2]2[CH2:7][CH2:6][CH2:5][CH2:4][CH2:3]2)[CH2:12][CH2:13]1. The solvent is O1CCOCC1 (dioxane), CO (MeOH). Conditions: time 6 hour. Reactants: Cl (HCl), N1(CCCCC1)CCOC1CCN(CC1)C(=O)OC(C)(C)C (tert-butyl 4-(2-(piperidin-1-yl)ethoxy)piperidine-1-carboxylate). Starting materials: CCNCC, COC(=O)COc1c(C(=O)Cl)sc(Br)c1Br. The product is CCN(CC)C(=O)c1sc(Br)c(Br)c1OCC(=O)OC. RXN SMILES: [CH2:17]([CH3:18])[NH:19][CH2:20][CH3:21].[CH3:1][O:2][C:3]([CH2:4][O:5][c:6]1[c:7]([C:13](=[O:14])[Cl:15])[s:8][c:9]([Br:12])[c:10]1[Br:11])=[O:16]>>[CH3:1][O:2][C:3]([CH2:4][O:5][c:6]1[c:7]([C:13](=[O:14])[N:19]([CH2:17][CH3:18])[CH2:20][CH3:21])[s:8][c:9]([Br:12])[c:10]1[Br:11])=[O:16]. The product is C(C1=CC=CC=C1)N1C[C@H](N(CC1)C=O)COC ((S)-(−)-4-Benzyl-2-(methoxymethyl)piperazine-1-carbaldehyde). Reaction SMILES: [CH2:1]([N:8]1[CH2:13][CH2:12][N:11]([CH:14]=[O:15])[C@H:10]([CH2:16][OH:17])[CH2:9]1)[C:2]1[CH:7]=[CH:6][CH:5]=[CH:4][CH:3]=1.[H-].[Na+].I[CH3:21]>CN(C=O)C>[CH2:1]([N:8]1[CH2:13][CH2:12][N:11]([CH:14]=[O:15])[C@H:10]([CH2:16][O:17][CH3:21])[CH2:9]1)[C:2]1[CH:7]=[CH:6][CH:5]=[CH:4][CH:3]=1 |f:1.2|. The solvent is CN(C)C=O (DMF). Conditions: time 5 minute. The reactants are C(C1=CC=CC=C1)N1C[C@H](N(CC1)C=O)CO ((S)-(−)-4-Benzyl-2-(hydroxymethyl)piperazine-1-carbaldehyde), [H-].[Na+] (NaH), IC (iodomethane). The yield is 67.7%. Reported procedure: To a 0° C. solution of alcohol 22 (0.502 g, 2.14 mmol) in dry DMF (20 mL) was added NaH (95%, 0.154 g, 6.43 mmol) in one portion. After stirring 5 min, iodomethane (0.319 g, 2.25 mmol) was added (drop-wise) and the mixture stirred for 20 min at 0° C. then at ambient temperature for 1.5 h. The excess NaH was destroyed by the careful addition of water and the solution was diluted with 40 mL each of water and saturated NaHCO3. The aqueous mixture was extracted with ether (2×40 mL) and ethyl acetate... Starting materials: ClC1=NC(=CC(=N1)Cl)Cl (2,4,6-trichloropyrimidine), C1(=CC=CC=C1)P(OC)C1=CC=CC=C1 (methyl diphenylphosphinite). Run in ClC1=C(C=CC=C1)Cl (o-dichlorobenzene). Reaction conditions: time 8 hour. Product: C1(=CC=CC=C1)P(=O)(C1=NC(=CC(=N1)P(=O)(C1=CC=CC=C1)C1=CC=CC=C1)P(=O)(C1=CC=CC=C1)C1=CC=CC=C1)C1=CC=CC=C1 (2,4,6-tris(diphenylphosphinyl)pyrimidine). Isolated yield 61.2%. Reaction SMILES: Cl[C:2]1[N:7]=[C:6](Cl)[CH:5]=[C:4](Cl)[N:3]=1.[C:10]1([P:16]([C:19]2[CH:24]=[CH:23][CH:22]=[CH:21][CH:20]=2)[O:17]C)[CH:15]=[CH:14][CH:13]=[CH:12][CH:11]=1>ClC1C=CC=CC=1Cl>[C:10]1([P:16]([C:19]2[CH:24]=[CH:23][CH:22]=[CH:21][CH:20]=2)([C:2]2[N:7]=[C:6]([P:16]([C:19]3[CH:24]=[CH:23][CH:22]=[CH:21][CH:20]=3)([C:10]3[CH:11]=[CH:12][CH:13]=[CH:14][CH:15]=3)=[O:17])[CH:5]=[C:4]([P:16]([C:19]3[CH:20]=[CH:21][CH:22]=[CH:23][CH:24]=3)([C:10]3[CH:15]=[CH:14][CH:13]=[CH:12][CH:11]=3)=[O:17])[N:3]=2)=[O:17])[CH:15]=[CH:14][CH:13]=[CH:12][CH:11]=1. Reported procedure: To a stirred, refluxing mixture of 5.00 g of 2,4,6-trichloropyrimidine in 100 ml of o-dichlorobenzene under nitrogen was added dropwise 26.00 g of methyl diphenylphosphinite. After the addition was completed, the mixture was refluxed for 6.5 hours and then allowed to stand overnight at room temperature. The next day a small amount of the solvent was removed by boiling, and the solution was allowed to stand again overnight. The next day the resulting solid was separated by filtration, washed twic... Starting materials: CC(C)(C)OC(=O)N1CCC(c2ccc(C(N)=O)cc2)CC1, [Na+], [Na+], O=C([O-])[O-], CN(C)C=O, O=P(Cl)(Cl)OCl. The product is CC(C)(C)OC(=O)N1CCC(c2ccc(C#N)cc2)CC1. As a reaction SMILES: [NH2:1][C:2](=[O:3])[c:4]1[cH:5][cH:6][c:7]([CH:10]2[CH2:11][CH2:12][N:13]([C:16](=[O:17])[O:18][C:19]([CH3:20])([CH3:21])[CH3:22])[CH2:14][CH2:15]2)[cH:8][cH:9]1.[Na+:29].[Na+:30].[O-:31][C:32](=[O:33])[O-:34].[O:35]=[CH:36][N:37]([CH3:38])[CH3:39].[P:23]([Cl:24])([Cl:25])([O:26][Cl:27])=[O:28]>>[N:1]#[C:2][c:4]1[cH:5][cH:6][c:7]([CH:10]2[CH2:11][CH2:12][N:13]([C:16](=[O:17])[O:18][C:19]([CH3:20])([CH3:21])[CH3:22])[CH2:14][CH2:15]2)[cH:8][cH:9]1. Reactants: COC(=N)c1ccc(CCc2ccc(C(C)N3C(=O)c4ccccc4C3=O)cc2)cc1, CO, Cl, N. Product: CC(c1ccc(CCc2ccc(C(=N)N)cc2)cc1)N1C(=O)c2ccccc2C1=O, Cl. Reaction SMILES: [C:2]1(=[O:32])[c:3]2[c:4]([cH:28][cH:29][cH:30][cH:31]2)[C:5](=[O:27])[N:6]1[CH:7]([CH3:8])[c:9]1[cH:10][cH:11][c:12]([CH2:15][CH2:16][c:17]2[cH:18][cH:19][c:20]([C:21]([O:22][CH3:23])=[NH:24])[cH:25][cH:26]2)[cH:13][cH:14]1.[CH3:34][OH:35].[ClH:1].[NH3:33]>>[C:2]1(=[O:32])[c:3]2[c:4]([cH:28][cH:29][cH:30][cH:31]2)[C:5](=[O:27])[N:6]1[CH:7]([CH3:8])[c:9]1[cH:10][cH:11][c:12]([CH2:15][CH2:16][c:17]2[cH:18][cH:19][c:20]([C:21](=[NH:24])[NH2:33])[cH:25][cH:26]2)[cH:13][cH:14]1.[ClH:1]. The reactants are C1CCOC1, C=CCC1(c2ccc(F)cc2)CCN(C(C)c2ccc(-c3ccc(=O)[nH]c3)cc2)C(=O)O1, CI, [H-], [Na+]. Yields the product C=CCC1(c2ccc(F)cc2)CCN(C(C)c2ccc(-c3ccc(=O)n(C)c3)cc2)C(=O)O1. Reaction SMILES: [CH2:37]1[O:38][CH2:39][CH2:40][CH2:41]1.[CH2:3]([CH:4]=[CH2:5])[C:6]1([c:28]2[cH:29][cH:30][c:31]([F:34])[cH:32][cH:33]2)[CH2:7][CH2:8][N:9]([CH:13]([CH3:14])[c:15]2[cH:16][cH:17][c:18](-[c:21]3[cH:22][nH:23][c:24](=[O:27])[cH:25][cH:26]3)[cH:19][cH:20]2)[C:10](=[O:12])[O:11]1.[CH3:35][I:36].[H-:2].[Na+:1]>>[CH2:3]([CH:4]=[CH2:5])[C:6]1([c:28]2[cH:29][cH:30][c:31]([F:34])[cH:32][cH:33]2)[CH2:7][CH2:8][N:9]([CH:13]([CH3:14])[c:15]2[cH:16][cH:17][c:18](-[c:21]3[cH:22][n:23]([CH3:35])[c:24](=[O:27])[cH:25][cH:26]3)[cH:19][cH:20]2)[C:10](=[O:12])[O:11]1. The reactants are O=C([O-])[O-], CC(C)(C)OC(=O)N1CCC(OS(C)(=O)=O)CC1, [Cs+], [Cs+], Oc1cc(F)ccc1F, CN(C)C=O, O. Yields the product CC(C)(C)OC(=O)N1CCC(Oc2cc(F)ccc2F)CC1. RXN SMILES: [C:10](=[O:11])([O-:12])[O-:13].[C:16]([CH3:17])([CH3:18])([CH3:19])[O:20][C:21](=[O:22])[N:23]1[CH2:24][CH2:25][CH:26]([O:29][S:30]([CH3:31])(=[O:32])=[O:33])[CH2:27][CH2:28]1.[Cs+:14].[Cs+:15].[F:1][c:2]1[c:3]([OH:9])[cH:4][c:5]([F:8])[cH:6][cH:7]1.[O:34]=[CH:35][N:36]([CH3:37])[CH3:38].[OH2:39]>>[F:1][c:2]1[c:3]([O:9][CH:26]2[CH2:25][CH2:24][N:23]([C:21]([O:20][C:16]([CH3:17])([CH3:18])[CH3:19])=[O:22])[CH2:28][CH2:27]2)[cH:4][c:5]([F:8])[cH:6][cH:7]1.